From a dataset of the Open Reaction Database (ORD), a public repository of structured organic reaction records. describe an organic reaction: reactants, conditions, products, and yield The reactants are COC1=CC=CC2=C1OC(=C2)C(=O)NNC(C(F)(F)F)=O (N′-(7-methoxybenzo(b)furan-2-ylcarbonyl)trifluoroacetohydrazide), S(=O)(Cl)Cl (thionyl chloride), CN(C)C=O (DMF). The solvent is ClCCCl (1,2-dichloroethane). The product is COC1=CC=CC2=C1OC(=C2)C=2OC(=NN2)C(F)(F)F (2-(7-methoxybenzo(b)furan-2-yl)-5-trifluoromethyl-1,3,4-oxadiazole). Isolated yield 17.5%. RXN SMILES: [CH3:1][O:2][C:3]1[C:8]2[O:9][C:10]([C:12]([NH:14][NH:15][C:16](=[O:21])[C:17]([F:20])([F:19])[F:18])=O)=[CH:11][C:7]=2[CH:6]=[CH:5][CH:4]=1.S(Cl)(Cl)=O.CN(C=O)C>ClCCCl>[CH3:1][O:2][C:3]1[C:8]2[O:9][C:10]([C:12]3[O:21][C:16]([C:17]([F:18])([F:19])[F:20])=[N:15][N:14]=3)=[CH:11][C:7]=2[CH:6]=[CH:5][CH:4]=1. Reported procedure: To a solution (280 ml) of N′-(7-methoxybenzo(b)furan-2-ylcarbonyl)trifluoroacetohydrazide (14.6 g) in 1,2-dichloroethane were added thionyl chloride (4.2 ml) and DMF (0.1 ml) and the mixture was refluxed under heating for 4.5 hr. The solvent was evaporated under reduced pressure and the obtained residue was purified by silica gel column chromatography (chloroform/ethyl acetate) to give the title compound (2.4 g) as pale-yellow crystals. Reactants: S([O-])(O)=O.[Na+] (sodium bisulfite), [C-]#N.[Na+] (sodium cyanide), ClC=1C=C(C=CC1S(=O)(=O)C)[C@H](C(=O)NC1=NC=C(N=C1)C(OC)OC)CC1CCCC1 (2-(R)-(3-chloro-4-methanesulfonylphenyl)-3-cyclopentyl-N-(5-dimethoxymethylpyrazin-2-yl)-propionamide), O.C1(=CC=C(C=C1)S(=O)(=O)O)C (p-toluenesulfonic acid monohydrate). The solvent is C(C)(=O)OCC.O (ethyl acetate water), C(C)(=O)OCC (ethyl acetate), CC(=O)C.O (acetone water). Conditions: temperature 0 celsius, time 15 minute. The product is ethyl acetate hexanes, ClC=1C=C(C=CC1S(=O)(=O)C)[C@H](C(=O)NC1=NC=C(N=C1)C(O)C#N)CC1CCCC1 (2(R)-(3-chloro-4-methanesulfonyl-phenyl)-N-[5-(cyano-hydroxy-methyl)-pyrazin-2-yl]-3-cyclopentyl-propionamide). Yield: 33.1%. Reaction SMILES: [Cl:1][C:2]1[CH:3]=[C:4]([C@@H:12]([CH2:27][CH:28]2[CH2:32][CH2:31][CH2:30][CH2:29]2)[C:13]([NH:15][C:16]2[CH:21]=[N:20][C:19]([CH:22](OC)[O:23]C)=[CH:18][N:17]=2)=[O:14])[CH:5]=[CH:6][C:7]=1[S:8]([CH3:11])(=[O:10])=[O:9].O.C1(C)C=CC(S(O)(=O)=O)=CC=1.S(=O)(O)[O-].[Na+].[C-:50]#[N:51].[Na+]>CC(C)=O.O.C(OCC)(=O)C.C(OCC)(=O)C.O>[Cl:1][C:2]1[CH:3]=[C:4]([C@@H:12]([CH2:27][CH:28]2[CH2:32][CH2:31][CH2:30][CH2:29]2)[C:13]([NH:15][C:16]2[CH:21]=[N:20][C:19]([CH:22]([C:50]#[N:51])[OH:23])=[CH:18][N:17]=2)=[O:14])[CH:5]=[CH:6][C:7]=1[S:8]([CH3:11])(=[O:9])=[O:10] |f:1.2,3.4,5.6,7.8,10.11|. Procedure details: A solution of 2-(R)-(3-chloro-4-methanesulfonylphenyl)-3-cyclopentyl-N-(5-dimethoxymethylpyrazin-2-yl)-propionamide (prepared as in Example 21, 740 mg, 1.53 mmol) and p-toluenesulfonic acid monohydrate (80 mg, 0.41 mmol) in acetone/water (20 mL, 9:1) was heated at 60° C. for 30 min. The mixture was cooled and then diluted with ethyl acetate (100 mL). The organic layer was washed sequentially with a saturated aqueous sodium bicarbonate solution (1×30 mL), water (1×30 mL), and a saturated aqueous ... Reactants: CCN(CC)CCCN=C=S, CC#N, CC(C)NCCS(=O)(=O)c1ccccc1. The product is CCN(CC)CCCNC(=S)N(CCS(=O)(=O)c1ccccc1)C(C)C. Reaction SMILES: [CH2:16]([CH3:17])[N:18]([CH2:19][CH3:20])[CH2:21][CH2:22][CH2:23][N:24]=[C:25]=[S:26].[CH3:27][C:28]#[N:29].[c:1]1([S:7](=[O:8])(=[O:9])[CH2:10][CH2:11][NH:12][CH:13]([CH3:14])[CH3:15])[cH:2][cH:3][cH:4][cH:5][cH:6]1>>[c:1]1([S:7](=[O:8])(=[O:9])[CH2:10][CH2:11][N:12]([CH:13]([CH3:14])[CH3:15])[C:25]([NH:24][CH2:23][CH2:22][CH2:21][N:18]([CH2:16][CH3:17])[CH2:19][CH3:20])=[S:26])[cH:2][cH:3][cH:4][cH:5][cH:6]1.